From a dataset of the Open Reaction Database (ORD), a public repository of structured organic reaction records. describe an organic reaction: reactants, conditions, products, and yield The reactants are Cl, C1CCOC1, N#Cc1ccc2c(c1)CCCC2(O)c1cn(C(c2ccccc2)(c2ccccc2)c2ccccc2)cn1. Product: N#Cc1ccc2c(c1)CCCC2(O)c1cnc[nH]1. As a reaction SMILES: [ClH:1].[O:39]1[CH2:40][CH2:41][CH2:42][CH2:43]1.[OH:2][C:3]1([c:15]2[n:16][cH:17][n:18]([C:20]([c:21]3[cH:22][cH:23][cH:24][cH:25][cH:26]3)([c:27]3[cH:28][cH:29][cH:30][cH:31][cH:32]3)[c:33]3[cH:34][cH:35][cH:36][cH:37][cH:38]3)[cH:19]2)[c:4]2[cH:5][cH:6][c:7]([C:13]#[N:14])[cH:8][c:9]2[CH2:10][CH2:11][CH2:12]1>>[OH:2][C:3]1([c:15]2[nH:16][cH:17][n:18][cH:19]2)[c:4]2[cH:5][cH:6][c:7]([C:13]#[N:14])[cH:8][c:9]2[CH2:10][CH2:11][CH2:12]1.